This data is from the Open Reaction Database (ORD), a public repository of structured organic reaction records. The task is: describe an organic reaction: reactants, conditions, products, and yield The reactants are carboxylic acid, C1(=CC=CC=C1)C(CNC[C@H](COC=1C=C(C=CC1)CC(=O)O)C)C1=CC=CC=C1 ((R)-2-(3-{3-[(2,2-diphenylethyl)amino]2-methyl-propoxy}phenyl)acetic acid), ClC1=C(C=O)C=CC=C1C(F)(F)F (2-chloro-3-trifluoromethylbenzaldehyde), Cl.CCOCC (HCl Et2O), FC1=C(C=O)C=CC=C1C(F)(F)F (2-fluoro-3-trifluoromethylbenzaldehyde), COC(C)=O (acetic acid methyl ester), amine carboxylic acid. Solvent: CCOCC (Et2O). Product: Cl.FC1=C(CN(C[C@H](COC=2C=C(C=CC2)CC(=O)O)C)CC(C2=CC=CC=C2)C2=CC=CC=C2)C=CC=C1C(F)(F)F ((R)-2-(3-{3-[[2-Fluoro-3-(trifluoromethyl)benzyl](2,2-diphenylethyl)amino]-2-methyl-propoxy}-phenyl)acetic acid hydrochloride salt). Reaction SMILES: [C:1]1([CH:7]([C:25]2[CH:30]=[CH:29][CH:28]=[CH:27][CH:26]=2)[CH2:8][NH:9][CH2:10][C@@H:11]([CH3:24])[CH2:12][O:13][C:14]2[CH:15]=[C:16]([CH2:20][C:21]([OH:23])=[O:22])[CH:17]=[CH:18][CH:19]=2)[CH:6]=[CH:5][CH:4]=[CH:3][CH:2]=1.[F:31][C:32]1[C:39]([C:40]([F:43])([F:42])[F:41])=[CH:38][CH:37]=[CH:36][C:33]=1[CH:34]=O.COC(=O)C.[Cl:49]C1C(C(F)(F)F)=CC=CC=1C=O.Cl.CCOCC>CCOCC>[ClH:49].[F:31][C:32]1[C:39]([C:40]([F:41])([F:42])[F:43])=[CH:38][CH:37]=[CH:36][C:33]=1[CH2:34][N:9]([CH2:8][CH:7]([C:1]1[CH:2]=[CH:3][CH:4]=[CH:5][CH:6]=1)[C:25]1[CH:26]=[CH:27][CH:28]=[CH:29][CH:30]=1)[CH2:10][C@@H:11]([CH3:24])[CH2:12][O:13][C:14]1[CH:15]=[C:16]([CH2:20][C:21]([OH:23])=[O:22])[CH:17]=[CH:18][CH:19]=1 |f:4.5,7.8|. Reported procedure: Following the procedure of Example 7(d) except (R)-2-(3-{3-[(2,2-diphenylethyl)amino]2-methyl-propoxy}phenyl)acetic acid and 2-fluoro-3-trifluoromethylbenzaldehyde were used instead of (R)-2-(3-{3-(2,2-diphenylethyl)amino]-3-methyl-propoxy}-phenyl)acetic acid methyl ester and 2-chloro-3-trifluoromethylbenzaldehyde in step (d) the corresponding carboxylic acid was obtained. The resulting amine/carboxylic acid was dissolved in Et2O (diethylether) and acidified with 1.0 M HCl/Et2O. The reaction mix... The reactants are C(CCCC)OC=1C=C(C=CC1)O (3-pentyloxyphenol), resultant mixture, [H-].[Na+] (NaH), BrCCCC(=O)OCC (ethyl 4-bromobutyrate). Run in CN(C=O)C (dimethylformamide), CN(C=O)C (dimethylformamide). Run at time 45 minute. Product: C(CCCC)OC=1C=C(OCCCC(=O)OCC)C=CC1 (ethyl 4-(3-pentyloxyphenoxy)butyrate). As a reaction SMILES: [H-].[Na+].[CH2:3]([O:8][C:9]1[CH:10]=[C:11]([OH:15])[CH:12]=[CH:13][CH:14]=1)[CH2:4][CH2:5][CH2:6][CH3:7].Br[CH2:17][CH2:18][CH2:19][C:20]([O:22][CH2:23][CH3:24])=[O:21]>CN(C)C=O>[CH2:3]([O:8][C:9]1[CH:10]=[C:11]([CH:12]=[CH:13][CH:14]=1)[O:15][CH2:17][CH2:18][CH2:19][C:20]([O:22][CH2:23][CH3:24])=[O:21])[CH2:4][CH2:5][CH2:6][CH3:7] |f:0.1|. Procedure details: A mixture of 7.3 g of 60% NaH in 190 ml of anhydrous dimethylformamide is cooled in an ice bath. To this mixture is added 22.0 g of 3-pentyloxyphenol dissolved in 50 ml of anhydrous dimethylformamide. This mixture is then stirred at room temperature for 45 minutes; 23.2 ml of ethyl 4-bromobutyrate are added; and the resultant mixture is stirred at 60° C. for 17 hours. The solvent is removed under vacuum and the residue worked up as above. The residue is flash chromatographed on normal phase sili... Starting materials: FC1=CC=C(C(=O)N[C@@H]2[C@@H](CN(CC2)C)C2=CC(=C(C=C2)OC)OC)C=C1 (cis-4-(4-Fluorobenzoylamino)-3-(3,4-dimethoxyphenyl)-1-methylpiperidine), C1(=C(C(=C(C(=C1F)F)F)N)F)N.Cl.Cl (dihydrochloride). Procedure: cis-4-(4-Fluorobenzoylamino)-3-(3,4-dimethoxyphenyl)-1-methylpiperidine is cyclized in analogy to the process described in Example 8. The dihydrochloride of the title compound has a M.P. of 250°-255° (from ethanol). The product is FC1=CC=C(C=C1)C1=N[C@H]2CCN(C[C@H]2C2=C1C=C(C(=C2)OC)OC)C (cis-6-(4-Fluorophenyl)-1,2,3,4,4a,10b-hexahydro-8,9-dimethoxy-2-methyl-benzo[c][1,6]naphthyridine). RXN SMILES: [F:1][C:2]1[CH:27]=[CH:26][C:5]([C:6]([NH:8][C@H:9]2[CH2:14][CH2:13][N:12]([CH3:15])[CH2:11][C@H:10]2[C:16]2[CH:21]=[CH:20][C:19]([O:22][CH3:23])=[C:18]([O:24][CH3:25])[CH:17]=2)=O)=[CH:4][CH:3]=1.C1(N)C(F)=C(F)C(F)=C(N)C=1F.Cl.Cl>>[F:1][C:2]1[CH:27]=[CH:26][C:5]([C:6]2[C:21]3[CH:20]=[C:19]([O:22][CH3:23])[C:18]([O:24][CH3:25])=[CH:17][C:16]=3[C@H:10]3[C@H:9]([CH2:14][CH2:13][N:12]([CH3:15])[CH2:11]3)[N:8]=2)=[CH:4][CH:3]=1 |f:1.2.3|. Reactants: CO, [N-]=[N+]=NCCn1cnc2cc(C(=O)NC3C4CC5CC3CC(O)(C5)C4)ccc21. Yields the product NCCn1cnc2cc(C(=O)NC3C4CC5CC3CC(O)(C5)C4)ccc21. As a reaction SMILES: [CH3:29][OH:30].[OH:1][C:2]12[CH2:3][CH:4]3[CH:5]([NH:12][C:13](=[O:14])[c:15]4[cH:16][c:17]5[c:18]([n:19]([CH2:22][CH2:23][N:24]=[N+:25]=[N-:26])[cH:20][n:21]5)[cH:27][cH:28]4)[CH:6]([CH2:7][CH:8]([CH2:9]1)[CH2:10]3)[CH2:11]2>>[OH:1][C:2]12[CH2:3][CH:4]3[CH:5]([NH:12][C:13](=[O:14])[c:15]4[cH:16][c:17]5[c:18]([n:19]([CH2:22][CH2:23][NH2:24])[cH:20][n:21]5)[cH:27][cH:28]4)[CH:6]([CH2:7][CH:8]([CH2:9]1)[CH2:10]3)[CH2:11]2. Yields the product CCc1[nH]c(C(=O)O)cc1Br. Starting materials: CCOC(=O)c1cc(Br)c(CC)[nH]1, Cc1[nH]c(C(=O)O)cc1Cl. RXN SMILES: [Br:1][c:2]1[cH:3][c:4]([C:9](=[O:10])[O:11][CH2:12][CH3:13])[nH:5][c:6]1[CH2:7][CH3:8].[Cl:14][c:15]1[cH:16][c:17]([C:18]([OH:19])=[O:20])[nH:21][c:22]1[CH3:23]>>[Br:1][c:2]1[cH:3][c:4]([C:9](=[O:10])[OH:11])[nH:5][c:6]1[CH2:7][CH3:8]. Starting materials: NC(=O)c1ccc(Br)c2c3c([nH]c12)CC(C=O)CC3, CC(=O)O[BH-](OC(C)=O)OC(C)=O, C1CCOC1, CC(=O)[O-], ClCCl, [NH4+], [Na+]. Yields the product NCC1CCc2c([nH]c3c(C(N)=O)ccc(Br)c23)C1. RXN SMILES: [Br:1][c:2]1[c:3]2[c:4]3[c:9]([nH:10][c:11]2[c:12]([C:15](=[O:16])[NH2:17])[cH:13][cH:14]1)[CH2:8][CH:7]([CH:18]=[O:19])[CH2:6][CH2:5]3.[C:25]([O:26][BH-:27]([O:28][C:29](=[O:30])[CH3:31])[O:32][C:33](=[O:34])[CH3:35])(=[O:36])[CH3:37].[CH2:39]1[O:40][CH2:41][CH2:42][CH2:43]1.[CH3:21][C:22](=[O:23])[O-:24].[Cl:44][CH2:45][Cl:46].[NH4+:20].[Na+:38]>>[Br:1][c:2]1[c:3]2[c:4]3[c:9]([nH:10][c:11]2[c:12]([C:15](=[O:16])[NH2:17])[cH:13][cH:14]1)[CH2:8][CH:7]([CH2:18][NH2:20])[CH2:6][CH2:5]3. Starting materials: ClC1=CC2=C(N(C(=N2)CN2N=C(C=3C2=CN=CC3)S(=O)(=O)C)[C@H]3CNCC3)C=C1 (1-({5-chloro-1-[(3R)-(pyrrolidin-3-yl)]-1H-benzo[d]imidazol-2-yl}methyl)-3-(methylsulfonyl)-1H-pyrazolo[3,4-c]pyridine), OC(C(=O)O)(C)C (2-hydroxy-2-methylpropanoic acid), OCC(=O)O (2-hydroxyacetic acid). Product: ClC1=CC2=C(N(C(=N2)CN2N=C(C=3C2=CN=CC3)S(=O)(=O)C)[C@H]3CN(CC3)C(C(C)(C)O)=O)C=C1 (1-[(3R)-3-(5-chloro-2-{[3-(methylsulfonyl)-1H-pyrazolo[3,4-c]pyridin-1-yl]methyl}-1H-benzimidazol-1-yl)pyrrolidin-1-yl]-2-hydroxy-2-methylpropan-1-one). RXN SMILES: [Cl:1][C:2]1[CH:29]=[CH:28][C:5]2[N:6]([C@@H:23]3[CH2:27][CH2:26][NH:25][CH2:24]3)[C:7]([CH2:9][N:10]3[C:14]4=[CH:15][N:16]=[CH:17][CH:18]=[C:13]4[C:12]([S:19]([CH3:22])(=[O:21])=[O:20])=[N:11]3)=[N:8][C:4]=2[CH:3]=1.[OH:30][C:31]([CH3:36])([CH3:35])[C:32](O)=[O:33].OCC(O)=O>>[Cl:1][C:2]1[CH:29]=[CH:28][C:5]2[N:6]([C@@H:23]3[CH2:27][CH2:26][N:25]([C:32](=[O:33])[C:31]([OH:30])([CH3:36])[CH3:35])[CH2:24]3)[C:7]([CH2:9][N:10]3[C:14]4=[CH:15][N:16]=[CH:17][CH:18]=[C:13]4[C:12]([S:19]([CH3:22])(=[O:20])=[O:21])=[N:11]3)=[N:8][C:4]=2[CH:3]=1. Procedure details: The title compound was prepared in analogy to Example 2-17 by using 1-({5-chloro-1-[(3R)-(pyrrolidin-3-yl)]-1H-benzo[d]imidazol-2-yl}methyl)-3-(methylsulfonyl)-1H-pyrazolo[3,4-c]pyridine and 2-hydroxy-2-methylpropanoic acid instead of 1-{[5-chloro-1-(pyrrolidin-3-yl)-1H-benzo[d]imidazol-2-yl]methyl}-3-(methylsulfonyl)-1H-pyrazolo[3,4-c]pyridine and 2-hydroxyacetic acid. Reactants: 3A, C(CCCCCCCCC)C1(C=CC=C1)CCCCCCCCCC (di-(n-decyl)cyclopentadiene), C(CCCCCCCCCO)O (1,10-decanediol), [OH-].[K+] (KOH), COCCOCCOCCOC (triglyme). The product is C(CCCCCCCCC)C1(CCCC1)CCCCCCCCCC (Di-(n-decyl)cyclopentane). RXN SMILES: [CH2:1]([C:11]1([CH2:16][CH2:17][CH2:18][CH2:19][CH2:20][CH2:21][CH2:22][CH2:23][CH2:24][CH3:25])[CH:15]=[CH:14][CH:13]=[CH:12]1)[CH2:2][CH2:3][CH2:4][CH2:5][CH2:6][CH2:7][CH2:8][CH2:9][CH3:10].C(O)CCCCCCCCCO.[OH-].[K+].COCCOCCOCCOC>>[CH2:16]([C:11]1([CH2:1][CH2:2][CH2:3][CH2:4][CH2:5][CH2:6][CH2:7][CH2:8][CH2:9][CH3:10])[CH2:12][CH2:13][CH2:14][CH2:15]1)[CH2:17][CH2:18][CH2:19][CH2:20][CH2:21][CH2:22][CH2:23][CH2:24][CH3:25] |f:2.3|. Procedure details: In a one-liter three-necked flask fitted with a mechanical stirrer and a Soxhlet extractor packed with 3A molecular sieves (about 15 g) and topped with a condenser, 25.1 g of di-(n-decyl)cyclopentadiene (73 mmol), 12.6 g of 1,10-decanediol (73 mmol), 5 g of KOH, and 250 g of triglyme were stirred and deoxygenated with a stream of nitrogen. The mixture was then heated to reflux under nitrogen for two hours. The mixture was cooled and washed with water to remove base and triglyme. The product was ... Starting materials: CCCC[N+](CCCC)(CCCC)CCCC, CCS(=O)(=O)N(C)[Si](C)(C)C, [F-], N#Cc1ccc2c(c1)C1OC1CCO2. Yields the product CCS(=O)(=O)N(C)C1c2cc(C#N)ccc2OCCC1O. Reaction SMILES: [CH3:2][CH2:3][CH2:4][CH2:5][N+:6]([CH2:7][CH2:8][CH2:9][CH3:10])([CH2:11][CH2:12][CH2:13][CH3:14])[CH2:15][CH2:16][CH2:17][CH3:18].[CH3:33][N:34]([S:35](=[O:36])(=[O:37])[CH2:38][CH3:39])[Si:40]([CH3:41])([CH3:42])[CH3:43].[F-:1].[O:19]1[CH:20]2[CH2:21][CH2:22][O:23][c:24]3[c:25]([cH:27][c:28]([C:31]#[N:32])[cH:29][cH:30]3)[CH:26]12>>[OH:19][CH:20]1[CH2:21][CH2:22][O:23][c:24]2[c:25]([cH:27][c:28]([C:31]#[N:32])[cH:29][cH:30]2)[CH:26]1[N:34]([CH3:33])[S:35](=[O:36])(=[O:37])[CH2:38][CH3:39].